This data is from the Open Reaction Database (ORD), a public repository of structured organic reaction records. The task is: describe an organic reaction: reactants, conditions, products, and yield Starting materials: CC(=O)[O-], CC(=O)[O-], ClC(Cl)(Cl)Cl, Cc1ccc(O)cc1, CCOC(=O)C(=[N+]=[N-])C(=O)c1ccccc1, [Rh+2]. Yields the product CCOC(=O)C(C(=O)c1ccccc1)c1ccc(C)cc1. RXN SMILES: [C:25]([O-:26])(=[O:27])[CH3:28].[C:30]([O-:31])(=[O:32])[CH3:33].[C:34]([Cl:35])([Cl:36])([Cl:37])[Cl:38].[CH3:17][c:18]1[cH:19][cH:20][c:21]([OH:22])[cH:23][cH:24]1.[N+:1](=[N-:2])=[C:3]([C:4](=[O:5])[O:6][CH2:7][CH3:8])[C:9]([c:10]1[cH:11][cH:12][cH:13][cH:14][cH:15]1)=[O:16].[Rh+2:29]>>[CH:3]([C:4](=[O:5])[O:6][CH2:7][CH3:8])([C:9]([c:10]1[cH:11][cH:12][cH:13][cH:14][cH:15]1)=[O:16])[c:21]1[cH:20][cH:19][c:18]([CH3:17])[cH:24][cH:23]1. Reactants: FC=1C=C(C(=O)NC2=CC=C(C3=CC=CC=C23)OC2=NC(=NC=C2)S(=O)(=O)C)C=C(C1)N1CCOCC1 (3-fluoro-N-(4-{[2-(methylsulfonyl)pyrimidin-4-yl]oxy}-1-naphthyl)-5-morpholin-4-ylbenzamide), C1(CC1)CN (cyclopropylmethylamine). Product: C1(CC1)CNC1=NC=CC(=N1)OC1=CC=C(C2=CC=CC=C12)NC(C1=CC(=CC(=C1)N1CCOCC1)F)=O (N-[4-({2-[(Cyclopropylmethyl)amino]pyrimidin-4-yl}oxy)-1-naphthyl]-3-fluoro-5-morpholin-4-ylbenzamide). RXN SMILES: [F:1][C:2]1[CH:3]=[C:4]([CH:29]=[C:30]([N:32]2[CH2:37][CH2:36][O:35][CH2:34][CH2:33]2)[CH:31]=1)[C:5]([NH:7][C:8]1[C:17]2[C:12](=[CH:13][CH:14]=[CH:15][CH:16]=2)[C:11]([O:18][C:19]2[CH:24]=[CH:23][N:22]=[C:21](S(C)(=O)=O)[N:20]=2)=[CH:10][CH:9]=1)=[O:6].[CH:38]1([CH2:41][NH2:42])[CH2:40][CH2:39]1>>[CH:38]1([CH2:41][NH:42][C:21]2[N:20]=[C:19]([O:18][C:11]3[C:12]4[C:17](=[CH:16][CH:15]=[CH:14][CH:13]=4)[C:8]([NH:7][C:5](=[O:6])[C:4]4[CH:29]=[C:30]([N:32]5[CH2:37][CH2:36][O:35][CH2:34][CH2:33]5)[CH:31]=[C:2]([F:1])[CH:3]=4)=[CH:9][CH:10]=3)[CH:24]=[CH:23][N:22]=2)[CH2:40][CH2:39]1. Reported procedure: Compound is prepared from 3-fluoro-N-(4-{[2-(methylsulfonyl)pyrimidin-4-yl]oxy}-1-naphthyl)-5-morpholin-4-ylbenzamide and cyclopropylmethylamine according to conditions described in general procedure C. Mp: 116-117° C.; 1H NMR (400 MHz, DMSO-d6) δ 0.1-0.3 (m, 4 H), 0.97 (bs, 1H), 2.75-3.02 (m, 2 H) 3.26 (s, 4 H), 3.76 (s, 4 H), 6.25 (bd, 1 H), 7.03 (d, J=12.4 Hz, 1 H), 7.24-7.27 (m, 2 H), 7.38-7.41 (m, 1 H), 7.48 (s, 1 H), 7.56-7.59 (m, 3 H), 7.80-7.83 (m, 1 H), 7.98 (d, J=7.3 Hz, 1 H), 8.20 (s,... Starting materials: CN1Cc2c(Br)cccc2N(Cc2cccc(F)c2)C1=O, CC(C)(C)OC(=O)N1CCNCC1, Cc1ccccc1, O=C(C=Cc1ccccc1)C=Cc1ccccc1, O=C(C=Cc1ccccc1)C=Cc1ccccc1, O=C(C=Cc1ccccc1)C=Cc1ccccc1, [Pd], [Pd], c1ccc(P(c2ccccc2)c2ccc3ccccc3c2-c2c(P(c3ccccc3)c3ccccc3)ccc3ccccc23)cc1. Product: CN1Cc2c(N3CCN(C(=O)OC(C)(C)C)CC3)cccc2N(Cc2cccc(F)c2)C1=O. RXN SMILES: [Br:1][c:2]1[c:3]2[c:8]([cH:9][cH:10][cH:11]1)[N:7]([CH2:12][c:13]1[cH:14][c:15]([F:19])[cH:16][cH:17][cH:18]1)[C:6](=[O:20])[N:5]([CH3:21])[CH2:4]2.[C:22](=[O:23])([O:24][C:25]([CH3:26])([CH3:27])[CH3:28])[N:29]1[CH2:30][CH2:31][NH:32][CH2:33][CH2:34]1.[CH3:81][c:82]1[cH:83][cH:84][cH:85][cH:86][cH:87]1.[O:108]=[C:109]([CH:110]=[CH:111][c:112]1[cH:113][cH:114][cH:115][cH:116][cH:117]1)[CH:118]=[CH:119][c:120]1[cH:121][cH:122][cH:123][cH:124][cH:125]1.[O:126]=[C:127]([CH:128]=[CH:129][c:130]1[cH:131][cH:132][cH:133][cH:134][cH:135]1)[CH:136]=[CH:137][c:138]1[cH:139][cH:140][cH:141][cH:142][cH:143]1.[O:90]=[C:91]([CH:92]=[CH:93][c:94]1[cH:95][cH:96][cH:97][cH:98][cH:99]1)[CH:100]=[CH:101][c:102]1[cH:103][cH:104][cH:105][cH:106][cH:107]1.[Pd:88].[Pd:89].[cH:35]1[cH:36][cH:37][c:38]([P:39]([c:40]2[cH:41][cH:42][c:43]3[c:44]([cH:45][cH:46][cH:47][cH:48]3)[c:49]2-[c:50]2[c:51]3[c:52]([cH:53][cH:54][cH:55][cH:56]3)[cH:57][cH:58][c:59]2[P:60]([c:61]2[cH:62][cH:63][cH:64][cH:65][cH:66]2)[c:67]2[cH:68][cH:69][cH:70][cH:71][cH:72]2)[c:73]2[cH:74][cH:75][cH:76][cH:77][cH:78]2)[cH:79][cH:80]1>>[c:2]1([N:32]2[CH2:31][CH2:30][N:29]([C:22](=[O:23])[O:24][C:25]([CH3:26])([CH3:27])[CH3:28])[CH2:34][CH2:33]2)[c:3]2[c:8]([cH:9][cH:10][cH:11]1)[N:7]([CH2:12][c:13]1[cH:14][c:15]([F:19])[cH:16][cH:17][cH:18]1)[C:6](=[O:20])[N:5]([CH3:21])[CH2:4]2.